Dataset: the Open Reaction Database (ORD), a public repository of structured organic reaction records. Task: describe an organic reaction: reactants, conditions, products, and yield The reactants are ClCCl, COc1ccc2c(c1O)C13CCN(C)C(C2)C1C=C(C)C(=O)C3, [Cl-], [NH4+], [NH4+], [OH-]. Yields the product COc1ccc2c(c1O)C13CCN(C)C(C2)C1C(C)C(C)C(=O)C3. Reaction SMILES: [CH2:28]([Cl:29])[Cl:30].[CH3:1][C:2]1=[CH:15][CH:14]2[C:5]3([CH2:4][C:3]1=[O:23])[c:6]1[c:7]([OH:22])[c:8]([O:20][CH3:21])[cH:9][cH:10][c:11]1[CH2:12][CH:13]2[N:16]([CH3:19])[CH2:17][CH2:18]3.[Cl-:24].[NH4+:25].[NH4+:27].[OH-:26]>>[CH3:1][CH:2]1[C:3](=[O:23])[CH2:4][C:5]23[c:6]4[c:7]([OH:22])[c:8]([O:20][CH3:21])[cH:9][cH:10][c:11]4[CH2:12][CH:13]([CH:14]2[CH:15]1[CH3:28])[N:16]([CH3:19])[CH2:17][CH2:18]3. The reactants are C(C)OC(CC=1C=C(C(=CC1)OC)C1=C(C=C(C=C1)C(F)(F)F)CNCC)=O ((2′-ethylaminomethyl-6-methoxy-4′-trifluoromethyl-biphenyl-3-yl)-acetic acid ethyl ester), C1(CC1)C(=O)Cl (cyclopropanecarbonyl chloride). The product is C(C)OC(CC=1C=C(C(=CC1)OC)C1=C(C=C(C=C1)C(F)(F)F)CN(CC)C(=O)C1CC1)=O ({2′-[(Cyclopropanecarbonyl-ethyl-amino)-methyl]-6-methoxy-4′-trifluoromethyl-biphenyl-3-yl}-acetic acid ethyl ester). Reaction SMILES: [CH2:1]([O:3][C:4](=[O:28])[CH2:5][C:6]1[CH:7]=[C:8]([C:14]2[CH:19]=[CH:18][C:17]([C:20]([F:23])([F:22])[F:21])=[CH:16][C:15]=2[CH2:24][NH:25][CH2:26][CH3:27])[C:9]([O:12][CH3:13])=[CH:10][CH:11]=1)[CH3:2].[CH:29]1([C:32](Cl)=[O:33])[CH2:31][CH2:30]1>>[CH2:1]([O:3][C:4](=[O:28])[CH2:5][C:6]1[CH:7]=[C:8]([C:14]2[CH:19]=[CH:18][C:17]([C:20]([F:23])([F:21])[F:22])=[CH:16][C:15]=2[CH2:24][N:25]([C:32]([CH:29]2[CH2:31][CH2:30]2)=[O:33])[CH2:26][CH3:27])[C:9]([O:12][CH3:13])=[CH:10][CH:11]=1)[CH3:2]. Procedure: Prepared according to the procedure described in Example 1, Step 6, using the following starting materials: (2′-ethylaminomethyl-6-methoxy-4′-trifluoromethyl-biphenyl-3-yl)-acetic acid ethyl ester and cyclopropanecarbonyl chloride. Starting materials: N[C@@H](CCC(=O)O)C(=O)O (L-glutamic acid), C[O-].[Na+] (NaOMe), O.O.C(C)(=O)[O-].[Zn+2].C(C)(=O)[O-] (zinc acetate dihydrate). Solvent: CO (MeOH), CO (MeOH). Product: [Zn].N[C@@H](CCC(=O)O)C(=O)O (Zinc Glutamic Acid). RXN SMILES: [NH2:1][C@H:2]([C:8]([OH:10])=[O:9])[CH2:3][CH2:4][C:5]([OH:7])=[O:6].C[O-].[Na+].O.O.C([O-])(=O)C.[Zn+2:20].C([O-])(=O)C>CO>[Zn:20].[NH2:1][C@H:2]([C:8]([OH:10])=[O:9])[CH2:3][CH2:4][C:5]([OH:7])=[O:6] |f:1.2,3.4.5.6.7,9.10|. Procedure: L-glutamic acid (2.0 g, 13.6 mmol) was added to an MeOH solution of NaOMe (prepared with Na: 0.31 g, MeOH: 50 ml) at 0° C. and stirred. An MeOH solution (30 ml) of zinc acetate dihydrate (1.49 g) was then slowly dropwise added thereto. After refluxing and stirring for 5 hours, the precipitated crystal (in suspension) was recovered by filtration, washed with water, air dried, and then dried under a reduced pressure (5 mmHg, 80° C.). The reactants are N1[C@H](C(=O)N[C@@H]([C@@H](C)CC)C(=O)N2[C@H](C(=O)N[C@@H](CC3=CC=C(C=C3)O)C(=O)OC)CCC2)CCC1 (Pro-Ile-Pro-Tyr-OMe), CN1CCOCC1 (N-methylmorpholine), ClC(=O)OCC(C)C (isobutyl chloroformate), N([C@@H](C(C)C)C(=O)N[C@@H](CCC(OC(C)(C)C)=O)C(=O)O)C(=O)OC(C)(C)C (Boc-Val-Glu(OBut)-OH). Run in CN(C=O)C (dimethylformamide), O1CCCC1 (tetrahydrofuran). Reaction conditions: temperature -15 celsius, time 2 minute. The product is N([C@@H](C(C)C)C(=O)N[C@@H](CCC(OC(C)(C)C)=O)C(=O)N1[C@H](C(=O)N[C@@H]([C@@H](C)CC)C(=O)N2[C@H](C(=O)N[C@@H](CC3=CC=C(C=C3)O)C(=O)OC)CCC2)CCC1)C(=O)OC(C)(C)C (Boc-Val-Glu(OBut)-Pro-Ile-Pro-Tyr-OMe). As a reaction SMILES: [NH:1]([C:22]([O:24][C:25]([CH3:28])([CH3:27])[CH3:26])=[O:23])[C@H:2]([C:6]([NH:8][C@H:9]([C:19](O)=[O:20])[CH2:10][CH2:11][C:12](=[O:18])[O:13][C:14]([CH3:17])([CH3:16])[CH3:15])=[O:7])[CH:3]([CH3:5])[CH3:4].CN1CCOCC1.ClC(OCC(C)C)=O.[NH:44]1[CH2:79][CH2:78][CH2:77][C@H:45]1[C:46]([NH:48][C@H:49]([C:54]([N:56]1[CH2:76][CH2:75][CH2:74][C@H:57]1[C:58]([NH:60][C@H:61]([C:70]([O:72][CH3:73])=[O:71])[CH2:62][C:63]1[CH:68]=[CH:67][C:66]([OH:69])=[CH:65][CH:64]=1)=[O:59])=[O:55])[C@H:50]([CH2:52][CH3:53])[CH3:51])=[O:47]>O1CCCC1.CN(C)C=O>[NH:1]([C:22]([O:24][C:25]([CH3:26])([CH3:27])[CH3:28])=[O:23])[C@H:2]([C:6]([NH:8][C@H:9]([C:19]([N:44]1[CH2:79][CH2:78][CH2:77][C@H:45]1[C:46]([NH:48][C@H:49]([C:54]([N:56]1[CH2:76][CH2:75][CH2:74][C@H:57]1[C:58]([NH:60][C@H:61]([C:70]([O:72][CH3:73])=[O:71])[CH2:62][C:63]1[CH:68]=[CH:67][C:66]([OH:69])=[CH:65][CH:64]=1)=[O:59])=[O:55])[C@H:50]([CH2:52][CH3:53])[CH3:51])=[O:47])=[O:20])[CH2:10][CH2:11][C:12](=[O:18])[O:13][C:14]([CH3:17])([CH3:16])[CH3:15])=[O:7])[CH:3]([CH3:5])[CH3:4]. Reported procedure: 0.8 g of Boc-Val-Glu(OBut)-OH (1.9 mmol) is dissolved in 5 cm3 of tetrahydrofuran cooled to -15° C. 0.21 cm3 of N-methylmorpholine (1.9 mmol) and 0.25 cm3 of isobutyl chloroformate are added in succession. After 2 minutes, the solution of Pro-Ile-Pro-Tyr-OMe in 5 cm3 of dimethylformamide, prepared earlier, is added. The reaction mixture is stirred for 1 hour at -15° C. and then for 2 hours at 20° C. The solvents are removed under reduced pressure. The 1.2 g of crude product obtained are purified... Starting materials: CCOC(=O)C1CC2C3Cc4ccccc4C2(CC)CC1N3, CSCCCC(=O)Cl, CC(C)[N-]C(C)C, [Li+], [Li]. The product is CCOC(=O)C1(C(=O)CCCSC)CC2C3Cc4ccccc4C2(CC)CC1N3. RXN SMILES: [CH2:1]([CH3:2])[C:3]12[CH:4]3[CH2:5][CH:6]([C:18](=[O:19])[O:20][CH2:21][CH3:22])[CH:7]([NH:8][CH:9]3[CH2:10][c:11]3[c:12]1[cH:13][cH:14][cH:15][cH:16]3)[CH2:17]2.[CH3:32][S:33][CH2:34][CH2:35][CH2:36][C:37](=[O:38])[Cl:39].[CH:23]([N-:24][CH:25]([CH3:26])[CH3:27])([CH3:28])[CH3:29].[Li+:30].[Li:31]>>[CH2:1]([CH3:2])[C:3]12[CH:4]3[CH2:5][C:6]([C:18](=[O:19])[O:20][CH2:21][CH3:22])([C:37]([CH2:36][CH2:35][CH2:34][S:33][CH3:32])=[O:38])[CH:7]([NH:8][CH:9]3[CH2:10][c:11]3[c:12]1[cH:13][cH:14][cH:15][cH:16]3)[CH2:17]2. Reactants: ClC=1C(=CC(=C(C(=O)NS(=O)(=O)C)C1)F)F (5-chloro-2,4-difluoro-N-(methylsulfonyl)benzamide), ClC=1C(=CC(=C(C(=O)NS(N(C)C)(=O)=O)C1)F)F (5-chloro-N—(N,N-dimethylsulfamoyl)-2,4-difluorobenzamide). The product is C12(CC3CC(CC(C1)C3)C2)COC2=CC(=C(C(=O)NS(N(C)C)(=O)=O)C=C2Cl)F (4-(adamantan-1-ylmethoxy)-5-chloro-N—(N,N-dimethylsulfamoyl)-2-fluorobenzamide), solid. Isolated yield 38.0%. Reaction SMILES: Cl[C:2]1[C:3](F)=[CH:4][C:5](F)=[C:6]([CH:14]=1)[C:7](NS(C)(=O)=O)=[O:8].[Cl:17][C:18]1[C:19](F)=[CH:20][C:21]([F:33])=[C:22]([CH:32]=1)[C:23]([NH:25][S:26](=[O:31])(=[O:30])[N:27]([CH3:29])[CH3:28])=[O:24]>>[C:6]12([CH2:7][O:8][C:19]3[C:18]([Cl:17])=[CH:32][C:22]([C:23]([NH:25][S:26](=[O:31])(=[O:30])[N:27]([CH3:29])[CH3:28])=[O:24])=[C:21]([F:33])[CH:20]=3)[CH2:5][CH:4]3[CH2:5][CH:6]([CH2:14][CH:2]([CH2:3]3)[CH2:14]1)[CH2:7]2. Reported procedure: Following the procedure as described in Example 8 and making variations as required to replace 5-chloro-2,4-difluoro-N-(methylsulfonyl)benzamide with 5-chloro-N—(N,N-dimethylsulfamoyl)-2,4-difluorobenzamide (as prepared in Example 31), the title compound was obtained as a colorless solid (0.25 g, 38%): 1H NMR (300 MHz, DMSO-d6) δ 11.77 (s, 1H), 7.72 (d, J=7.45 Hz 1H), 7.22 (d, J=12.3 Hz, 1H), 3.72 (s, 2H), 2.87 (s, 6H), 1.99 (br, 3H), 1.75-1.64 (m, 12H); MS (ES−) m/z 443.1, 445.1 (M−1). The reactants are ClC=1C=C(C(=NC1)SC1=CC=NC=C1)N (5-chloro-2-(pyridin-4-ylsulfanyl)-pyridin-3-ylamine), ClC1=C(C=C(C=C1)S(=O)(=O)Cl)C(F)(F)F (4-chloro-3-trifluoromethyl-benzenesulfonyl chloride). Run in N1=CC=CC=C1 (pyridine), N1=CC=CC=C1 (pyridine). Conditions: time 2 day. Yields the product ClC1=C(C=C(C=C1)S(=O)(=O)NC=1C(=NC=C(C1)Cl)SC1=CC=NC=C1)C(F)(F)F (4-Chloro-N-[5-chloro-2-(pyridin-4-ylsulfanyl)-pyridin-3-yl]-3-trifluoromethyl-benzenesulfonamide). RXN SMILES: [Cl:1][C:2]1[CH:3]=[C:4]([NH2:15])[C:5]([S:8][C:9]2[CH:14]=[CH:13][N:12]=[CH:11][CH:10]=2)=[N:6][CH:7]=1.[Cl:16][C:17]1[CH:22]=[CH:21][C:20]([S:23](Cl)(=[O:25])=[O:24])=[CH:19][C:18]=1[C:27]([F:30])([F:29])[F:28]>N1C=CC=CC=1>[Cl:16][C:17]1[CH:22]=[CH:21][C:20]([S:23]([NH:15][C:4]2[C:5]([S:8][C:9]3[CH:10]=[CH:11][N:12]=[CH:13][CH:14]=3)=[N:6][CH:7]=[C:2]([Cl:1])[CH:3]=2)(=[O:24])=[O:25])=[CH:19][C:18]=1[C:27]([F:30])([F:28])[F:29]. Reported procedure: To a solution of 5-chloro-2-(pyridin-4-ylsulfanyl)-pyridin-3-ylamine (100 mg, 0.42 mmol) in anhydrous pyridine (0.5 mL) was added drop wise a solution of 4-chloro-3-trifluoromethyl-benzenesulfonyl chloride (117 mg, 0.42 mmol) in pyridine (0.25 mL). The resulting mixture was stirred at room temperature for 2 days. The reaction mixture was concentrated under reduced pressure and diluted with EtOAc and brine. The aqueous portion was separated and extracted with EtOAc. The combined extracts were dri... Starting materials: C(C1=CC=CC=C1)OC(=O)N[C@H](C(=O)N[C@@H]1[C@@H](CC2(OCCO2)CC1)C(=O)OCC)CCSC (ethyl (7R,8S)-8-{(2S)-2-benzyloxycarbonylamino-4-methylsulfanyl-butyr-yl-amino}-1,4-dioxa-spiro[4.5]decane-7-carboxylate), CI (MeI). Run at time 16.5 hour. The product is [I-].C(C1=CC=CC=C1)OC(=O)N[C@@H](CC[S+](C)C)C(N[C@@H]1[C@@H](CC2(OCCO2)CC1)C(=O)OCC)=O ([(3S)-3-benzyloxycarbonylamino-3-{(7R,8S)-7-ethoxycarbonyl-1,4-di-oxa-spiro[4.5]dec-8-ylcarbamoyl}-propyl]-dimethylsulfonium iodide). RXN SMILES: [CH2:1]([O:8][C:9]([NH:11][C@@H:12]([CH2:31][CH2:32][S:33][CH3:34])[C:13]([NH:15][C@H:16]1[CH2:25][CH2:24][C:19]2([O:23][CH2:22][CH2:21][O:20]2)[CH2:18][C@H:17]1[C:26]([O:28][CH2:29][CH3:30])=[O:27])=[O:14])=[O:10])[C:2]1[CH:7]=[CH:6][CH:5]=[CH:4][CH:3]=1.[CH3:35][I:36]>>[I-:36].[CH2:1]([O:8][C:9]([NH:11][C@H:12]([C:13](=[O:14])[NH:15][C@H:16]1[CH2:25][CH2:24][C:19]2([O:20][CH2:21][CH2:22][O:23]2)[CH2:18][C@H:17]1[C:26]([O:28][CH2:29][CH3:30])=[O:27])[CH2:31][CH2:32][S+:33]([CH3:35])[CH3:34])=[O:10])[C:2]1[CH:7]=[CH:6][CH:5]=[CH:4][CH:3]=1 |f:2.3|. Reported procedure: Example 1, Alternative Step 9b: Methionine amide 2 (75.0 g, 0.15M) was dissolved in MeI (225 mL, 3 mL/g)—some off gassing was noted but no exotherm. The reaction mass was left to stir in the dark for 16.5 h. After this time a thick light yellow precipitate had formed. The flask was then evacuated to 200 mmHg and some of the MeI removed. The remaining material was slurried in TBMF (500 mL), after a 30 min stir-out the slurry was filtered, the cake washed with TBMF (500 mL). NMR analysis of this m... Starting materials: FC1=CC=C(C=C1)N1CCNCC1 (1-(4-fluorophenyl)piperazine), C1(CC1)CCl (cyclopropylmethyl chloride), C([O-])(O)=O.[Na+] (sodium bicarbonate). Solvent: C(C)O (ethanol). The product is Cl.Cl.C1(CC1)CN1CCN(CC1)C1=CC=C(C=C1)F (1-(cyclopropylmethyl)-4-(4-fluorophenyl)piperazine dihydrochloride). The yield is 139.1%. As a reaction SMILES: [F:1][C:2]1[CH:7]=[CH:6][C:5]([N:8]2[CH2:13][CH2:12][NH:11][CH2:10][CH2:9]2)=[CH:4][CH:3]=1.[CH:14]1([CH2:17][Cl:18])[CH2:16][CH2:15]1.C(=O)(O)[O-].[Na+]>C(O)C>[ClH:18].[ClH:18].[CH:14]1([CH2:17][N:11]2[CH2:12][CH2:13][N:8]([C:5]3[CH:4]=[CH:3][C:2]([F:1])=[CH:7][CH:6]=3)[CH2:9][CH2:10]2)[CH2:16][CH2:15]1 |f:2.3,5.6.7|. Reported procedure: To 50 ml of ethanol, are added 3.6 g (0.02 mole) of 1-(4-fluorophenyl)piperazine, 2.0 g (0.022 mole) of cyclopropylmethyl chloride, and 1.9 g (0.023 mole) of sodium bicarbonate. The mixture is kept refluxing for 7 hours while being stirred. After having been cooled, the reaction mixture is freed from inorganic matters by filtration and the filtrate is concentrated in vacuo. The residue is dissolved in diethyl ether and gaseous hydrogen chloride is introduced into the solution, while being cooled... As a reaction SMILES: [Br:1][c:2]1[c:3]([CH3:13])[n:4][c:5](-[c:7]2[cH:8][cH:9][cH:10][cH:11][cH:12]2)[s:6]1.[Cl:34][C:35]([Cl:36])([Cl:37])[Cl:38].[N:22]#[C:23][C:24]([N:25]=[N:26][C:27]([C:28]#[N:29])([CH3:30])[CH3:31])([CH3:32])[CH3:33].[O:14]=[C:15]1[N:16]([Br:21])[C:17](=[O:18])[CH2:19][CH2:20]1>>[Br:1][c:2]1[c:3]([CH2:13][Br:21])[n:4][c:5](-[c:7]2[cH:8][cH:9][cH:10][cH:11][cH:12]2)[s:6]1. Yields the product BrCc1nc(-c2ccccc2)sc1Br. Reactants: Cc1nc(-c2ccccc2)sc1Br, ClC(Cl)(Cl)Cl, CC(C)(C#N)N=NC(C)(C)C#N, O=C1CCC(=O)N1Br.